This data is from the Open Reaction Database (ORD), a public repository of structured organic reaction records. The task is: describe an organic reaction: reactants, conditions, products, and yield The reactants are C(CCC)[Li] (n-butyllithium), C(C)(C)NC(C)C (diisopropylamine), C(C(C)C)#N (isobutyronitrile), [Cl-].[NH4+] (ammonium chloride), BrCCCCCCCCCCCCCCCCCC (1-bromooctadecane). The solvent is hexanes, O1CCCC1 (tetrahydrofuran), C(C)OCC (diethyl ether), O1CCCC1 (tetrahydrofuran), O1CCCC1 (tetrahydrofuran). Run at time 15 minute. The product is C(#N)C(C)(CCCCCCCCCCCCCCCCCC)C (2-Cyano-2-methyleicosane). As a reaction SMILES: [CH2:1]([Li])CCC.C(NC(C)C)(C)C.[C:13](#[N:17])[CH:14]([CH3:16])[CH3:15].Br[CH2:19][CH2:20][CH2:21][CH2:22][CH2:23][CH2:24][CH2:25][CH2:26][CH2:27][CH2:28][CH2:29][CH2:30][CH2:31][CH2:32][CH2:33][CH2:34][CH2:35]C.[Cl-].[NH4+]>O1CCCC1.C(OCC)C>[C:13]([C:14]([CH3:1])([CH2:16][CH2:35][CH2:34][CH2:33][CH2:32][CH2:31][CH2:30][CH2:29][CH2:28][CH2:27][CH2:26][CH2:25][CH2:24][CH2:23][CH2:22][CH2:21][CH2:20][CH3:19])[CH3:15])#[N:17] |f:4.5|. Procedure: To a solution of 24 mL of a 2.5M n-butyllithium solution in hexanes and 60 mL of tetrahydrofuran at -78° C. is added dropwise 6.07 g of diisopropylamine. After the reaction mixture is stirred at this temperature for 15 minutes, a solution of 5.5 mL of isobutyronitrile in 60 mL of tetrahydrofuran is added dropwise and the resultant reaction mixture is stirred for 2 hours at -78° C. To the reaction mixture at room temperature is added a solution of 20 g of 1-bromooctadecane in 50 mL of tetrahydrof... Reactants: ClC1=C2C=NN(C2=CC=C1)N1C(NC(=CC1=O)C(F)(F)F)=O (3-(4-chloro-indazol-1-yl)-6-trifluoromethyl-1H-pyrimidine-2,4-dione), C([O-])([O-])=O.[K+].[K+] (potassium carbonate), CI (methyl iodide). Run in C(C)#N (acetonitril). Run at time 8 hour. The product is ClC1=C2C=NN(C2=CC=C1)N1C(N(C(=CC1=O)C(F)(F)F)C)=O (3-(4-Chloro-indazol-1-yl)-1-methyl-6-trifluoromethylpyrimidine-2,4-dione). Isolated yield 39.7%. Reaction SMILES: [Cl:1][C:2]1[CH:10]=[CH:9][CH:8]=[C:7]2[C:3]=1[CH:4]=[N:5][N:6]2[N:11]1[C:16](=[O:17])[CH:15]=[C:14]([C:18]([F:21])([F:20])[F:19])[NH:13][C:12]1=[O:22].[C:23](=O)([O-])[O-].[K+].[K+].CI>C(#N)C>[Cl:1][C:2]1[CH:10]=[CH:9][CH:8]=[C:7]2[C:3]=1[CH:4]=[N:5][N:6]2[N:11]1[C:16](=[O:17])[CH:15]=[C:14]([C:18]([F:21])([F:20])[F:19])[N:13]([CH3:23])[C:12]1=[O:22] |f:1.2.3|. Procedure: A mixture of 168B (100 mg, 0.3 mmol), dry acetonitril (3 mL), potassium carbonate (0.05 g, 0.33 mmol) and methyl iodide (0.1 g, 0.7 mmol) is stirred overnight at room temperature. The solids are removed by filtration. The motherliquor is concentrated under reduced pressure. The residue obtained is purified by flash chromatography (ethyl acetate/petrol ether 3/7) which yields the product as an orange semi-solid (41 mg). Reactants: C(CCC)[Li] (n-butyllithium), C(C1=CC=CC=C1)N1CCNCC1 (N-benzylpiperazine), FC1=C(C=CC=C1)C=1OC=CN1 (2-fluoro-1-oxazol-2-ylbenzene). The solvent is C1CCOC1 (THF). Run at temperature 0 celsius, time 30 minute. Yields the product C(C1=CC=CC=C1)N1CCN(CC1)C1=C(C=CC=C1)C=1OC=CN1 (4-benzyl-1-(2-oxazol-2-ylphenyl)piperazine). The yield is 37.3%. Reaction SMILES: [CH2:1]([N:8]1[CH2:13][CH2:12][NH:11][CH2:10][CH2:9]1)[C:2]1[CH:7]=[CH:6][CH:5]=[CH:4][CH:3]=1.C([Li])CCC.F[C:20]1[CH:25]=[CH:24][CH:23]=[CH:22][C:21]=1[C:26]1[O:27][CH:28]=[CH:29][N:30]=1>C1COCC1>[CH2:1]([N:8]1[CH2:13][CH2:12][N:11]([C:20]2[CH:25]=[CH:24][CH:23]=[CH:22][C:21]=2[C:26]2[O:27][CH:28]=[CH:29][N:30]=2)[CH2:10][CH2:9]1)[C:2]1[CH:3]=[CH:4][CH:5]=[CH:6][CH:7]=1. Reported procedure: A solution of N-benzylpiperazine (3.56 g, 20.2 mmol) in 25 mL of THF was cooled to 0° C. and then n-butyllithium was added. The mixture was stirred at 0° C. for 30 minutes and at room temperature for an additional hour. The mixture was cooled to 0° C. and then 2-fluoro-1-oxazol-2-ylbenzene (1.1 g, 6.75 mmol) was slowly added. The mixture was allowed to warm to room temperature and stirred at room temperature for 90 minutes. The mixture was quenched with water and the aqueous layer was separated ...